This data is from the Open Reaction Database (ORD), a public repository of structured organic reaction records. The task is: describe an organic reaction: reactants, conditions, products, and yield Reactants: Cc1[nH]c(C=O)c(C)c1CCC(=O)O, C1CCNCC1, COc1ccccc1-c1ccc2c(c1)NC(=O)C2, CCO. The product is COc1ccccc1-c1ccc2c(c1)NC(=O)C2=Cc1[nH]c(C)c(CCC(=O)O)c1C. As a reaction SMILES: [C:1](=[O:2])([OH:3])[CH2:4][CH2:5][c:6]1[c:7]([CH3:14])[nH:8][c:9]([CH:12]=[O:13])[c:10]1[CH3:11].[CH2:33]1[CH2:34][CH2:35][NH:36][CH2:37][CH2:38]1.[CH3:15][O:16][c:17]1[c:18](-[c:23]2[cH:24][cH:25][c:26]3[c:30]([cH:31]2)[NH:29][C:28](=[O:32])[CH2:27]3)[cH:19][cH:20][cH:21][cH:22]1.[CH3:39][CH2:40][OH:41]>>[C:1](=[O:2])([OH:3])[CH2:4][CH2:5][c:6]1[c:7]([CH3:14])[nH:8][c:9]([CH:12]=[C:27]2[c:26]3[cH:25][cH:24][c:23](-[c:18]4[c:17]([O:16][CH3:15])[cH:22][cH:21][cH:20][cH:19]4)[cH:31][c:30]3[NH:29][C:28]2=[O:32])[c:10]1[CH3:11].